This data is from the Open Reaction Database (ORD), a public repository of structured organic reaction records. The task is: describe an organic reaction: reactants, conditions, products, and yield The reactants are C([O-])([O-])=O.[Na+].[Na+] (sodium carbonate), P(=O)(Cl)(Cl)Cl (phosphorous oxychloride), ClC1=CC2=C(C=3C(CN=C2C2=C(C=CC=C2)Cl)=CNC3)C=C1 (8-chloro-6-(2-chlorophenyl)-2H,4H-pyrrolo[3,4-d][2]benzazepine). Solvent: C(Cl)Cl (methylene chloride), CN(C=O)C (dimethylformamide). Conditions: time 2 hour. The product is ClC1=CC2=C(C=3C(CN=C2C2=C(C=CC=C2)Cl)=C(NC3)C=O)C=C1 (8-Chloro-6-(2-chlorophenyl)-2H,4H-pyrrolo[3,4-d][2]benzazepine-3-carboxaldehyde). As a reaction SMILES: P(Cl)(Cl)(Cl)=O.[Cl:6][C:7]1[CH:27]=[CH:26][C:10]2[C:11]3[C:12](=[CH:23][NH:24][CH:25]=3)[CH2:13][N:14]=[C:15]([C:16]3[CH:21]=[CH:20][CH:19]=[CH:18][C:17]=3[Cl:22])[C:9]=2[CH:8]=1.[C:28](=O)([O-])[O-:29].[Na+].[Na+]>C(Cl)Cl.CN(C)C=O>[Cl:6][C:7]1[CH:27]=[CH:26][C:10]2[C:11]3[C:12](=[C:23]([CH:28]=[O:29])[NH:24][CH:25]=3)[CH2:13][N:14]=[C:15]([C:16]3[CH:21]=[CH:20][CH:19]=[CH:18][C:17]=3[Cl:22])[C:9]=2[CH:8]=1 |f:2.3.4|. Reported procedure: A solution of 3.0 ml (33 mmol) of phosphorous oxychloride in 20 ml of methylene chloride was added dropwise to a solution of 3.0 g (9.1 mmol) of 8-chloro-6-(2-chlorophenyl)-2H,4H-pyrrolo[3,4-d][2]benzazepine in 40 ml of dimethylformamide which was cooled to 0°. Stirring at 0° was continued for 2 hr. The mixture was poured into a saturated solution of aqueous sodium carbonate and extracted with methylene chloride. The methylene chloride solution was washed with water, dried over anhydrous sodium ... The reactants are NC(CC1=CC=CC=C1)C(CN1CCC(CC1)CC1=CC=C(C=C1)F)O (2-amino-4-[4-(4-fluorophenyl)methyl-1-piperidinyl]-1-phenyl-butan-3-ol), C(#N)C=1C=C(C=CC1)N=C=O (3-cyanophenyl isocyanate). Solvent: C1CCOC1 (THF). Run at time 15 minute. The product is C(#N)C=1C=C(C=CC1)NC(=O)NC(C(CN1CCC(CC1)CC1=CC=C(C=C1)F)O)CC1=CC=CC=C1 (N-(3-Cyanophenyl)-N′-[1-benzyl-2-hydroxy-3-[4-(4-fluorophenylmethyl)-1-piperidinyl]propyl]urea). RXN SMILES: [NH2:1][CH:2]([CH:10]([OH:26])[CH2:11][N:12]1[CH2:17][CH2:16][CH:15]([CH2:18][C:19]2[CH:24]=[CH:23][C:22]([F:25])=[CH:21][CH:20]=2)[CH2:14][CH2:13]1)[CH2:3][C:4]1[CH:9]=[CH:8][CH:7]=[CH:6][CH:5]=1.[C:27]([C:29]1[CH:30]=[C:31]([N:35]=[C:36]=[O:37])[CH:32]=[CH:33][CH:34]=1)#[N:28]>C1COCC1>[C:27]([C:29]1[CH:30]=[C:31]([NH:35][C:36]([NH:1][CH:2]([CH2:3][C:4]2[CH:5]=[CH:6][CH:7]=[CH:8][CH:9]=2)[CH:10]([OH:26])[CH2:11][N:12]2[CH2:13][CH2:14][CH:15]([CH2:18][C:19]3[CH:24]=[CH:23][C:22]([F:25])=[CH:21][CH:20]=3)[CH2:16][CH2:17]2)=[O:37])[CH:32]=[CH:33][CH:34]=1)#[N:28]. Reported procedure: To a solution of 2-amino-4-[4-(4-fluorophenyl)methyl-1-piperidinyl]-1-phenyl-butan-3-ol (50 mg, 0.14 mmoles) in 2.5 mL of dry THF was added 3-cyanophenyl isocyanate (20.2 mg, 0.14 mmoles) and the mixture was stirred for 15 minutes at room temperature. Then the solvent was evaporated off to give an oily residue. It was purified by column chromatography on silica gel with elution by EtOAc to give pure titled compound as an amorphous solid. MS (ES+) for C30H33FN4O2: 501.